Dataset: the Open Reaction Database (ORD), a public repository of structured organic reaction records. Task: describe an organic reaction: reactants, conditions, products, and yield Reactants: S(=O)=O (sulfur dioxide), C(CCC)[Li] (butyllithium), hexanes, BrC1=CN(C=C1)[Si](C(C)C)(C(C)C)C(C)C (3-bromo-N-triisopropylsilylpyrrole), ClN1C(CCC1=O)=O (N-chlorosuccinimide), C(C)(C)(C)N (t-butylamine). Run in O1CCCC1 (tetrahydrofuran). Run at time 2 hour. Yields the product CC(C)(C)NS(=O)(=O)C1=CN(C=C1)[Si](C(C)C)(C(C)C)C(C)C (N-(1,1-Dimethylethyl)-1-[tris(1-methylethyl)silyl]-1H-pyrrole-3-sulfonamide). Reaction SMILES: Br[C:2]1[CH:6]=[CH:5][N:4]([Si:7]([CH:14]([CH3:16])[CH3:15])([CH:11]([CH3:13])[CH3:12])[CH:8]([CH3:10])[CH3:9])[CH:3]=1.C([Li])CCC.[S:22](=[O:24])=[O:23].ClN1C(=O)CCC1=O.[C:33]([NH2:37])([CH3:36])([CH3:35])[CH3:34]>O1CCCC1>[CH3:34][C:33]([NH:37][S:22]([C:2]1[CH:6]=[CH:5][N:4]([Si:7]([CH:14]([CH3:16])[CH3:15])([CH:11]([CH3:13])[CH3:12])[CH:8]([CH3:10])[CH3:9])[CH:3]=1)(=[O:24])=[O:23])([CH3:36])[CH3:35]. Procedure: A solution of 4.55 g (0.0151 mol) of 3-bromo-N-triisopropylsilylpyrrole in 100 mL anhydrous tetrahydrofuran (THF) under nitrogen atmosphere was cooled to -60° C. then treated with 10.4 mL of 1.6M butyllithium in hexanes (0.0166 mol) dropwise at such a rate as to keep the temperature below -60° C. After ca. 30 minutes at this temperature, liquified sulfur dioxide was added (3.9 mL, 0.090 mol). The brown solution was then warmed to room temperature, and the THF was removed under reduced pressure. ... Starting materials: CSC1=CC=C(C=C1)N1C(C=C(C=C1)OC1CCN(CC1)C(=O)OCC1=CC=CC=C1)=O (benzyl 4-(1-(4-(methylthio)phenyl)-2-oxo-1,2-dihydropyridin-4-yloxy)piperidine-1-carboxylate), I[Si](C)(C)C (iodotrimethylsilane). Solvent: C(Cl)Cl (CH2Cl2). Conditions: time 40 minute. Product: CSC1=CC=C(C=C1)N1C(C=C(C=C1)OC1CCNCC1)=O (1-(4-(methylthio)phenyl)-4-(piperidin-4-yloxy)pyridin-2(1H)-one). The yield is 73.3%. Reaction SMILES: [CH3:1][S:2][C:3]1[CH:8]=[CH:7][C:6]([N:9]2[CH:14]=[CH:13][C:12]([O:15][CH:16]3[CH2:21][CH2:20][N:19](C(OCC4C=CC=CC=4)=O)[CH2:18][CH2:17]3)=[CH:11][C:10]2=[O:32])=[CH:5][CH:4]=1.I[Si](C)(C)C>C(Cl)Cl>[CH3:1][S:2][C:3]1[CH:8]=[CH:7][C:6]([N:9]2[CH:14]=[CH:13][C:12]([O:15][CH:16]3[CH2:21][CH2:20][NH:19][CH2:18][CH2:17]3)=[CH:11][C:10]2=[O:32])=[CH:5][CH:4]=1. Procedure details: To a stirring solution of benzyl 4-(1-(4-(methylthio)phenyl)-2-oxo-1,2-dihydropyridin-4-yloxy)piperidine-1-carboxylate (367 mg, 0.815 mmol) in CH2Cl2 (5 mL) at 0° C. was added iodotrimethylsilane (0.33 mL, 2.4 mmol, Aldrich). The reaction was stirred for 40 min and then quenched at 0° C. with HCl (1N in H2O, 5 mL). To the resulting mixture was diluted with CH2Cl2 and extracted with H2O. The H2O layer was basified with NaOH (1N in H2O, 10 mL) and extracted with CH2Cl2 (2×). The combined organic l... Solvent: C1(=CC=CC=C1)C (toluene), C1(=CC=CC=C1)C (toluene). Starting materials: CC=1C=C(C=C(C1)C)NC1=CC=CC=C1 (N-(3,5-dimethylphenyl)-aniline), C(=O)(Cl)Cl (phosgene). The product is CC=1C=C(C=C(C1)C)N(C(=O)Cl)C1=CC=CC=C1 (N-(3,5-Dimethylphenyl)-N-phenylcarbamoyl chloride). Procedure details: According to the procedure of Example 15, Step A, 5.5 g (27.9 mmole) of N-(3,5-dimethylphenyl)-aniline, 27.9 mL of 1.93M phosgene in toluene and 15 mL of toluene gave 7.15 g (99%) of a red oil. RXN SMILES: [CH3:1][C:2]1[CH:3]=[C:4]([NH:9][C:10]2[CH:15]=[CH:14][CH:13]=[CH:12][CH:11]=2)[CH:5]=[C:6]([CH3:8])[CH:7]=1.[C:16](Cl)([Cl:18])=[O:17]>C1(C)C=CC=CC=1>[CH3:1][C:2]1[CH:3]=[C:4]([N:9]([C:10]2[CH:15]=[CH:14][CH:13]=[CH:12][CH:11]=2)[C:16]([Cl:18])=[O:17])[CH:5]=[C:6]([CH3:8])[CH:7]=1. Yield: 99.0%. Reactants: Cl (hydrochloric acid), Br (HBr), COC=1OC2=C(C(C1)=O)C=CC=C2 (methoxy benzopyran-4-one), [OH-].[K+] (KOH). Solvent: O (water), C(C)(=O)O (acetic acid). The product is OC=1C=CC2=C(C(CCO2)=O)C1 (2,3-dihydro-6-hydroxy benzopyran-4-one). Yield: 81.2%. RXN SMILES: Br.CO[C:4]1[O:5][C:6]2[CH:14]=[CH:13][CH:12]=[CH:11][C:7]=2[C:8](=[O:10])[CH:9]=1.[OH-:15].[K+].Cl>O.C(O)(=O)C>[OH:15][C:12]1[CH:13]=[CH:14][C:6]2[O:5][CH2:4][CH2:9][C:8](=[O:10])[C:7]=2[CH:11]=1 |f:2.3|. Procedure: Glacial acetic acid and HBr (>40%) each 20 ml are successively added to methoxy benzopyran-4-one 2.9 g (0.0163 mol), stirred and refluxed for 1 h, and then the reactant liquor is modulated pH for 10-11 by KOH, the water layer is modulated pH for 2-3 by concentrated hydrochloric acid, and then extracted by ethyl acetate; the organic layers are combined and dried over anhydrous Na2SO4, cooled to precipitate black solid, and recrystallized by ethyl acetate, to obtain bright yellow crystal 2.17 g, m... Starting materials: COC1=CC=C(C=C1)/C=C/C(\C=C/C(=O)OC)=O (methyl (2Z,5E)-6-(4-methoxyphenyl)-4-oxo-2,5-hexadienoate), P(=O)([O-])([O-])[O-] (phosphate), C(C)(=O)OCC (ethyl acetate), [OH-].[K+] (potassium hydroxide). Solvent: CCOCC (ether). Run at time 1 hour. Product: COC1=CC=C(C=C1)/C=C/C(\C=C/C(=O)O)=O ((2Z,5E)-6-(4-methoxyphenyl)-4-oxo-2,5-hexadienoic acid). Reaction SMILES: [CH3:1][O:2][C:3]1[CH:8]=[CH:7][C:6](/[CH:9]=[CH:10]/[C:11](=[O:18])/[CH:12]=[CH:13]\[C:14]([O:16]C)=[O:15])=[CH:5][CH:4]=1.[OH-].[K+].P([O-])([O-])([O-])=O.C(OCC)(=O)C>CCOCC>[CH3:1][O:2][C:3]1[CH:4]=[CH:5][C:6](/[CH:9]=[CH:10]/[C:11](=[O:18])/[CH:12]=[CH:13]\[C:14]([OH:16])=[O:15])=[CH:7][CH:8]=1 |f:1.2|. Reported procedure: A solution of 1.70 g (6.9 mmol) of methyl (2Z,5E)-6-(4-methoxyphenyl)-4-oxo-2,5-hexadienoate in 20 ml of ether was treated while cooling with ice and stirring vigorously within about 15 minutes with 20 ml of 5% potassium hydroxide solution. The reaction mixture was stirred at 4° for 1 hour and then treated with 15 ml of phosphate buffer (pH=6.5) and 30 ml of ethyl acetate, whereupon the phases were separated. The aqueous phase was extracted twice with ethyl acetate. The combined organic phases w... Starting materials: C(C)OC([C@H](CC1=CC=C(C=C1)N)NC(=O)OC(C)(C)C)=O ((S)-Ethyl-2-tert-butyloxycarbonylamino-3-(4-aminophenyl)propionate), C(C)(=O)OC(C)=O (Acetic anhydride). The solvent is C(C)(=O)OCC (ethyl acetate). Run at time 6.5 hour. Yields the product C(C)OC([C@H](CC1=CC=C(C=C1)NC(C)=O)NC(=O)OC(C)(C)C)=O ((S)-Ethyl-2-tert-butyloxycarbonylamino-3-(4-acetamidophenyl)propionate). RXN SMILES: [CH2:1]([O:3][C:4](=[O:22])[C@@H:5]([NH:14][C:15]([O:17][C:18]([CH3:21])([CH3:20])[CH3:19])=[O:16])[CH2:6][C:7]1[CH:12]=[CH:11][C:10]([NH2:13])=[CH:9][CH:8]=1)[CH3:2].[C:23](OC(=O)C)(=[O:25])[CH3:24]>C(OCC)(=O)C>[CH2:1]([O:3][C:4](=[O:22])[C@@H:5]([NH:14][C:15]([O:17][C:18]([CH3:21])([CH3:20])[CH3:19])=[O:16])[CH2:6][C:7]1[CH:12]=[CH:11][C:10]([NH:13][C:23](=[O:25])[CH3:24])=[CH:9][CH:8]=1)[CH3:2]. Procedure: (S)-Ethyl-2-tert-butyloxycarbonylamino-3-(4-aminophenyl)propionate (0.10 g, 0.31 mmol) was dissolved in ethyl acetate (4 mL). Acetic anhydride (1 eq, 0.31 mmol, 0.030 mL) was added and the pale peach solution was heated to reflux, stirring at this temperature for 6.5 hours. The heating bath was removed and the flask allowed to cool to room temperature overnight. The solution was then poured into aqueous saturated NaHCO3 and extracted. The organic portion was washed again with sat. NaHCO3, then i...